From a dataset of the Open Reaction Database (ORD), a public repository of structured organic reaction records. describe an organic reaction: reactants, conditions, products, and yield Starting materials: CC1=CC=C(C=C1)C1=NC2=CC=CC(=C2N=C1C1=CC=C(C=C1)C)NC1=CC=C(C=C1)[N+](=O)[O-] (2,3-di(4-methylphenyl)-5-(4-nitrophenyl)aminoquinoxaline). Run in O1CCCC1 (tetrahydrofuran). Yields the product CC1=CC=C(C=C1)C1=NC2=CC=CC(=C2N=C1C1=CC=C(C=C1)C)NC1=CC=C(C=C1)N (2,3-di(4-methylphenyl)-5-(4-aminophenyl)aminoquinoxaline). RXN SMILES: [CH3:1][C:2]1[CH:7]=[CH:6][C:5]([C:8]2[C:17]([C:18]3[CH:23]=[CH:22][C:21]([CH3:24])=[CH:20][CH:19]=3)=[N:16][C:15]3[C:10](=[CH:11][CH:12]=[CH:13][C:14]=3[NH:25][C:26]3[CH:31]=[CH:30][C:29]([N+:32]([O-])=O)=[CH:28][CH:27]=3)[N:9]=2)=[CH:4][CH:3]=1>O1CCCC1>[CH3:1][C:2]1[CH:3]=[CH:4][C:5]([C:8]2[C:17]([C:18]3[CH:23]=[CH:22][C:21]([CH3:24])=[CH:20][CH:19]=3)=[N:16][C:15]3[C:10](=[CH:11][CH:12]=[CH:13][C:14]=3[NH:25][C:26]3[CH:27]=[CH:28][C:29]([NH2:32])=[CH:30][CH:31]=3)[N:9]=2)=[CH:6][CH:7]=1. Procedure: 5.9 g (13.2 mmol) of 2,3-di(4-methylphenyl)-5-(4-nitrophenyl)aminoquinoxaline was dissolved in 70 ml of tetrahydrofuran, and a reaction container was purged with nitrogen. Thereafter, 2.0 g of 5% Pd/C (hydrous) was added, followed by sufficient purging with nitrogen again. This system was purged with hydrogen, followed by reaction at room temperature for 13 hours. After completion of the reaction, the system was filtered, and the resulting filtration residue was washed with tetrahydrofuran and f... Starting materials: C1(CCCCC1)N=C=NC1CCCCC1 (1,3-dicyclohexylcarbodiimide), CC1(C=2C=CC(=CC2C(CC1)(C)C)C(C(=O)O)CCCCC)C (2-(5,5,8,8-Tetramethyl-5,6,7,8-tetrahydronaphthalen-2-yl)-heptanoic acid), N,N-dimethylaminopyridine, C(C1=CC=CC=C1)OC(C1=CC=C(C=C1)O)=O (benzyl-4-hydroxybenzoate). The solvent is C(Cl)Cl (methylene chloride). Run at temperature 0 celsius, time 2 hour. Yields the product C(C1=CC=CC=C1)OC(C1=CC=C(C=C1)OC(C(CCCCC)C1=CC=2C(CCC(C2C=C1)(C)C)(C)C)=O)=O ((RS)-benzyl-4-[2-(5,5,8,8-tetramethyl-5,6,7,8-tetrahydronaphthalen-2-yl)-heptanoyloxy]-benzoate). Yield: 80.7%. RXN SMILES: [CH3:1][C:2]1([CH3:23])[CH2:11][CH2:10][C:9]([CH3:13])([CH3:12])[C:8]2[CH:7]=[C:6]([CH:14]([CH2:18][CH2:19][CH2:20][CH2:21][CH3:22])[C:15]([OH:17])=[O:16])[CH:5]=[CH:4][C:3]1=2.[CH2:24]([O:31][C:32](=[O:40])[C:33]1[CH:38]=[CH:37][C:36](O)=[CH:35][CH:34]=1)[C:25]1[CH:30]=[CH:29][CH:28]=[CH:27][CH:26]=1.C1(N=C=NC2CCCCC2)CCCCC1>C(Cl)Cl>[CH2:24]([O:31][C:32](=[O:40])[C:33]1[CH:38]=[CH:37][C:36]([O:16][C:15](=[O:17])[CH:14]([C:6]2[CH:5]=[CH:4][C:3]3[C:2]([CH3:23])([CH3:1])[CH2:11][CH2:10][C:9]([CH3:12])([CH3:13])[C:8]=3[CH:7]=2)[CH2:18][CH2:19][CH2:20][CH2:21][CH3:22])=[CH:35][CH:34]=1)[C:25]1[CH:26]=[CH:27][CH:28]=[CH:29][CH:30]=1. Reported procedure: 300 mg of 2-(5,5,8,8-Tetramethyl-5,6,7,8-tetrahydronaphthalen-2-yl)-heptanoic acid were dissolved in 10 ml of methylene chloride and to this solution, were added successively, 240 mg of benzyl-4-hydroxybenzoate and 116 mg of N,N-dimethylaminopyridine. The reaction mixture was cooled to 0° C. and 217 mg of 1,3-dicyclohexylcarbodiimide was added at once. The mixture was stirred at 0° C. for 2 hours then at room temperature for 2 hours. The reaction mixture was filtered and the resulting filtrate w... Reactants: COCCBr, O=C([O-])[O-], CC#N, CN(C)C=O, CCc1nn(C2CC2)c2cc(-c3ccnn3-c3cccc(O)c3)ccc12, [K+], [K+], O. Yields the product CCc1nn(C2CC2)c2cc(-c3ccnn3-c3cccc(OCCOC)c3)ccc12. RXN SMILES: [Br:7][CH2:8][CH2:9][O:10][CH3:11].[C:1](=[O:2])([O-:3])[O-:4].[C:38](#[N:39])[CH3:40].[CH3:42][N:43]([CH3:44])[CH:45]=[O:46].[CH:12]1([n:15]2[n:16][c:17]([CH2:36][CH3:37])[c:18]3[cH:19][cH:20][c:21](-[c:24]4[cH:25][cH:26][n:27][n:28]4-[c:29]4[cH:30][c:31]([OH:35])[cH:32][cH:33][cH:34]4)[cH:22][c:23]23)[CH2:13][CH2:14]1.[K+:5].[K+:6].[OH2:41]>>[CH2:8]([CH2:9][O:10][CH3:11])[O:35][c:31]1[cH:30][c:29](-[n:28]2[c:24](-[c:21]3[cH:20][cH:19][c:18]4[c:17]([CH2:36][CH3:37])[n:16][n:15]([CH:12]5[CH2:13][CH2:14]5)[c:23]4[cH:22]3)[cH:25][cH:26][n:27]2)[cH:34][cH:33][cH:32]1. Starting materials: C(C)(C)[N+]1=C(CCC1)OC.COS(=O)(=O)[O-] (1-isopropyl-2-methoxy-1-pyrrolinium methylsulfate), CNC (dimethylamine). Solvent: C1=CC=CC=C1 (benzene). Product: C(C)(C)[N+]1=C(CCC1)N(C)C.COS(=O)(=O)[O-] (1-isopropyl-2-dimethylamino-1-pyrrolinium methylsulfate). As a reaction SMILES: [CH:1]([N+:4]1[CH2:8][CH2:7][CH2:6][C:5]=1OC)([CH3:3])[CH3:2].[CH3:11][O:12][S:13]([O-:16])(=[O:15])=[O:14].[CH3:17][NH:18][CH3:19]>C1C=CC=CC=1>[CH:1]([N+:4]1[CH2:8][CH2:7][CH2:6][C:5]=1[N:18]([CH3:19])[CH3:17])([CH3:3])[CH3:2].[CH3:11][O:12][S:13]([O-:16])(=[O:15])=[O:14] |f:0.1,4.5|. Reported procedure: Add dropwise, with stirring, 161 g of 1-isopropyl-2-methoxy-1-pyrrolinium-methylsulfate to a solution of 43.8 g of dimethylamine in 283 ml of benzene. Subsequently, boil the resulting reaction mixture under reflux for 1.5 hours; separate off the heavy phase and wash it 4 times with, in each case, 50 ml of diethyl ether. Dry the washed product under a high vacuum to obtain 154 g (91% of theory) of the title compound as reddish oil. Starting materials: FC1=CC=C(C=C1)O (4-Fluorophenol), product, [OH-].[K+] (KOH), BrC1=C(C=CC=C1)F (2-Bromofluorobenzene). Reagents/catalysts: [Cu] (copper). Reaction conditions: time 10 minute. Product: C1=CC=C(C(=C1)OC2=CC=C(C=C2)F)F (2,4′-Difluorodiphenyl ether). RXN SMILES: [F:1][C:2]1[CH:7]=[CH:6][C:5]([OH:8])=[CH:4][CH:3]=1.[OH-].[K+].Br[C:12]1[CH:17]=[CH:16][CH:15]=[CH:14][C:13]=1[F:18]>[Cu]>[CH:16]1[CH:15]=[C:14]([O:8][C:5]2[CH:6]=[CH:7][C:2]([F:1])=[CH:3][CH:4]=2)[C:13]([F:18])=[CH:12][CH:17]=1 |f:1.2|. Procedure: 4-Fluorophenol (1.12 g, 10 mmol) was heated to 50° C. KOH (0.56 g, 10 mmol) was added thereto, and the reaction mixture was stirred over 10 min. 2-Bromofluorobenzene (1.75 g, 10 mmol) and powdered copper (0.64 g) were added thereto. The reaction mixture was stirred at 110° C. over a further 2 hours. Unconverted 2-bromofluorobenzene was removed by means of vacuum distillation. The product was subsequently purified on a silica gel-packed column with n-hexane as the mobile phase. Yield: 1.0 g (4.8 ... Starting materials: CCCN, Cc1csc(C)c1O, [Cl-], [Cl-], [Na+], [OH-], [Zn+2]. Product: CCCNc1c(C)csc1C. RXN SMILES: [CH3:1][CH2:2][CH2:3][NH2:4].[CH3:5][c:6]1[s:7][cH:8][c:9]([CH3:12])[c:10]1[OH:11].[Cl-:15].[Cl-:17].[Na+:14].[OH-:13].[Zn+2:16]>>[CH3:1][CH2:2][CH2:3][NH:4][c:10]1[c:6]([CH3:5])[s:7][cH:8][c:9]1[CH3:12]. Solvent: ClCCl (dichloromethane), O (H2O), O (H2O). Conditions: temperature 0 celsius, time 6 hour. Reported procedure: A biphasic mixture of AD-mix-α (4.928 g) in tert-butanol (17.5 mL)/H2O (17.5 mL) was cooled to 0° C. and 1-(4-chlorophenyl)-3-methyl-2-vinyl-naphthalene (3F) (0.980 g, 3.52 mmol) was added. The reaction mixture was stirred for 6 h at 0° C., then stored at −20° C. overnight. The reaction was resumed for 10 h at 0° C., then stored at −20° C. overnight. The reaction was resumed for 8 h at 0° C. until complete. Sodium sulfite (5.3 g) was added at 0° C., then warmed to room temperature and stirred fo... The reactants are ClC1=CC=C(C=C1)C1=C(C(=CC2=CC=CC=C12)C)C=C (1-(4-chlorophenyl)-3-methyl-2-vinylnaphthalene), S(=O)([O-])[O-].[Na+].[Na+] (Sodium sulfite), CC[C@@H]1CN2CC[C@@H]1C[C@@H]2[C@@H](C3=C4C=C(C=CC4=NC=C3)OC)OC5=NN=C(C6=CC=CC=C65)O[C@@H]([C@H]7C[C@@H]8CCN7C[C@@H]8CC)C9=C1C=C(C=CC1=NC=C9)OC (AD-mix-α), C(C)(C)(C)O (tert-butanol). Reaction SMILES: CC[C@H]1[C@H]2C[C@H]([C@H](OC3C4C(=CC=CC=4)C(O[C@H](C4C=CN=C5C=4C=C(OC)C=C5)[C@@H]4N5C[C@H](CC)[C@@H](CC5)C4)=NN=3)C3C=CN=C4C=3C=C([O:22]C)C=C4)N(CC2)C1.[Cl:59][C:60]1[CH:65]=[CH:64][C:63]([C:66]2[C:75]3[C:70](=[CH:71][CH:72]=[CH:73][CH:74]=3)[CH:69]=[C:68](C)[C:67]=2C=C)=[CH:62][CH:61]=1.S([O-])([O-])=O.[Na+].[Na+].[C:85]([OH:89])(C)([CH3:87])[CH3:86]>ClCCl.O>[Cl:59][C:60]1[CH:65]=[CH:64][C:63]([C:66]2[C:75]3[C:70](=[CH:71][CH:72]=[CH:73][CH:74]=3)[CH:69]=[C:68]([CH3:67])[C:86]=2[C@H:85]([OH:89])[CH2:87][OH:22])=[CH:62][CH:61]=1 |f:2.3.4|. Yields the product ClC1=CC=C(C=C1)C1=C(C(=CC2=CC=CC=C12)C)[C@@H](CO)O ((S)-1-(1-(4-chlorophenyl)-3-methylnaphthalen-2-yl)ethane-1,2-diol). The reactants are COC=1C=C(C=O)C=CC1 (m-methoxybenzaldehyde), C(C)(=O)C=1C(OC(=C(C1O)C(C)=O)O)=O (3,5-diacetyl-4,6-dihydroxy-2H-pyran-2-one), COC1=CC=C(C=O)C=C1 (p-methoxybenzaldehyde). Product: C(C)(=O)C1=C(C(C(OC1=O)=O)C(C=CC1=CC=C(C=C1)OC)=O)O (5-acetyl-4-hydroxy-3-(p-methoxycinnamoyl)-2H-pyran-2,6(3H)-dione), C(C)(=O)C1=C(C(C(OC1=O)=O)C(C=CC1=CC(=CC=C1)OC)=O)O (5-acetyl-4-hydroxy-3-(m-methoxycinnamoyl)-2H-pyran-2,6(3H)-dione). RXN SMILES: [C:1]([C:4]1[C:5](=[O:15])[O:6][C:7]([OH:14])=[C:8]([C:11](=[O:13])[CH3:12])[C:9]=1[OH:10])(=[O:3])[CH3:2].[CH3:16][O:17][C:18]1[CH:25]=[CH:24][C:21]([CH:22]=O)=[CH:20][CH:19]=1.[CH3:26][O:27][C:28]1[CH:29]=[C:30]([CH:33]=[CH:34][CH:35]=1)[CH:31]=O>>[C:11]([C:8]1[C:7](=[O:14])[O:6][C:5](=[O:15])[CH:4]([C:1](=[O:3])[CH:2]=[CH:22][C:21]2[CH:24]=[CH:25][C:18]([O:17][CH3:16])=[CH:19][CH:20]=2)[C:9]=1[OH:10])(=[O:13])[CH3:12].[C:11]([C:8]1[C:7](=[O:14])[O:6][C:5](=[O:15])[CH:4]([C:1](=[O:3])[CH:2]=[CH:31][C:30]2[CH:33]=[CH:34][CH:35]=[C:28]([O:27][CH3:26])[CH:29]=2)[C:9]=1[OH:10])(=[O:13])[CH3:12]. Procedure: Following the procedure of Example 1, equimolar amounts of 3,5-diacetyl-4,6-dihydroxy-2H-pyran-2-one and p-methoxybenzaldehyde or m-methoxybenzaldehyde are reacted to furnish 5-acetyl-4-hydroxy-3-(p-methoxycinnamoyl)-2H-pyran-2,6(3H)-dione, m.p. 182°-184° C., and 5-acetyl-4-hydroxy-3-(m-methoxycinnamoyl)-2H-pyran-2,6(3H)-dione, m.p. 180°-182° C., respectively.